From a dataset of the Open Reaction Database (ORD), a public repository of structured organic reaction records. describe an organic reaction: reactants, conditions, products, and yield RXN SMILES: [Cl:1][C:2]1[CH:3]=[CH:4][C:5]2[N:6]([C:8]([CH3:26])=[C:9]([NH:11][S:12]([C:15]3[CH:20]=[CH:19][C:18]([N:21]4[CH:25]=[CH:24][CH:23]=[N:22]4)=[CH:17][CH:16]=3)(=[O:14])=[O:13])[N:10]=2)[CH:7]=1.C([O-])([O-])=O.[Na+].[Na+].[F:33][C:34]1[CH:41]=[CH:40][C:37]([CH2:38]Br)=[CH:36][C:35]=1[C:42]([F:45])([F:44])[F:43]>CN(C=O)C.C(OCC)(=O)C>[Cl:1][C:2]1[CH:3]=[CH:4][C:5]2[N:6]([C:8]([CH3:26])=[C:9]([N:11]([CH2:38][C:37]3[CH:40]=[CH:41][C:34]([F:33])=[C:35]([C:42]([F:45])([F:43])[F:44])[CH:36]=3)[S:12]([C:15]3[CH:16]=[CH:17][C:18]([N:21]4[CH:25]=[CH:24][CH:23]=[N:22]4)=[CH:19][CH:20]=3)(=[O:14])=[O:13])[N:10]=2)[CH:7]=1 |f:1.2.3|. Yields the product ClC=1C=CC=2N(C1)C(=C(N2)N(S(=O)(=O)C2=CC=C(C=C2)N2N=CC=C2)CC2=CC(=C(C=C2)F)C(F)(F)F)C (N-(6-chloro-3-methylimidazo[1,2-a]pyridin-2-yl)-N-(4-fluoro-3-trifluoromethylbenzyl)-4-(1H-pyrazol-1-yl)benzenesulfonamide). Reaction conditions: time 8 hour. Solvent: CN(C)C=O (DMF), C(C)(=O)OCC (ethyl acetate). Isolated yield 65.0%. Procedure details: To a solution of compound 16-C (0.011 g, 0.27 mmol) in DMF (0.5 mL) was added Na2CO3 (0.0057 g, 0.054 mmol) and 4-fluoro-3-trifluoromethylbenzyl bromide (0.0077 g, 0.03 mmol). The reaction mixture was stirred at room temperature overnight. The reaction mixture was diluted with ethyl acetate, washed with water, and dried over sodium sulfate. The solvent was evaporated in vacuo and the residue was purified by flash column chromatography, eluting with a hexanes-EtOAc gradient to give Compound 102 (... Starting materials: ClC=1C=CC=2N(C1)C(=C(N2)NS(=O)(=O)C2=CC=C(C=C2)N2N=CC=C2)C (N-(6-chloro-3-methylimidazo[1,2-a]pyridin-2-yl)-4-(1H-pyrazol-1-yl)benzenesulfonamide), C(=O)([O-])[O-].[Na+].[Na+] (Na2CO3), FC1=C(C=C(CBr)C=C1)C(F)(F)F (4-fluoro-3-trifluoromethylbenzyl bromide).